Dataset: the Open Reaction Database (ORD), a public repository of structured organic reaction records. Task: describe an organic reaction: reactants, conditions, products, and yield Reactants: COC(=O)COc1c(C(=O)N2CCOCC2)sc(-c2cccc(NC3CCN(C(=O)OC(C)(C)C)CC3)c2)c1Br, ClCCl, O=C(O)C(F)(F)F. Product: COC(=O)COc1c(C(=O)N2CCOCC2)sc(-c2cccc(NC3CCNCC3)c2)c1Br. As a reaction SMILES: [C:1]([O:2][C:3](=[O:4])[N:8]1[CH2:9][CH2:10][CH:11]([NH:14][c:15]2[cH:16][c:17](-[c:21]3[s:22][c:23]([C:33](=[O:34])[N:35]4[CH2:36][CH2:37][O:38][CH2:39][CH2:40]4)[c:24]([O:27][CH2:28][C:29](=[O:30])[O:31][CH3:32])[c:25]3[Br:26])[cH:18][cH:19][cH:20]2)[CH2:12][CH2:13]1)([CH3:5])([CH3:6])[CH3:7].[Cl:48][CH2:49][Cl:50].[OH:41][C:42]([C:43]([F:44])([F:45])[F:46])=[O:47]>>[NH:8]1[CH2:9][CH2:10][CH:11]([NH:14][c:15]2[cH:16][c:17](-[c:21]3[s:22][c:23]([C:33](=[O:34])[N:35]4[CH2:36][CH2:37][O:38][CH2:39][CH2:40]4)[c:24]([O:27][CH2:28][C:29](=[O:30])[O:31][CH3:32])[c:25]3[Br:26])[cH:18][cH:19][cH:20]2)[CH2:12][CH2:13]1. The reactants are O=C([O-])[O-], CCc1cc2c(=O)c(-c3ccc4ccccc4c3)coc2cc1O, CI, [K+], [K+], CN(C)C=O, O. The product is CCc1cc2c(=O)c(-c3ccc4ccccc4c3)coc2cc1OC. As a reaction SMILES: [C:27](=[O:28])([O-:29])[O-:30].[CH2:1]([CH3:2])[c:3]1[cH:4][c:5]2[c:6](=[O:24])[c:7](-[c:14]3[cH:15][c:16]4[cH:17][cH:18][cH:19][cH:20][c:21]4[cH:22][cH:23]3)[cH:8][o:9][c:10]2[cH:11][c:12]1[OH:13].[I:25][CH3:26].[K+:31].[K+:32].[O:33]=[CH:34][N:35]([CH3:36])[CH3:37].[OH2:38]>>[CH2:1]([CH3:2])[c:3]1[cH:4][c:5]2[c:6](=[O:24])[c:7](-[c:14]3[cH:15][c:16]4[cH:17][cH:18][cH:19][cH:20][c:21]4[cH:22][cH:23]3)[cH:8][o:9][c:10]2[cH:11][c:12]1[O:13][CH3:27].